From a dataset of the Open Reaction Database (ORD), a public repository of structured organic reaction records. describe an organic reaction: reactants, conditions, products, and yield Reactants: ClC1=CC(=C(C#N)C=C1)NC(=O)OCC (4-chloro-2-(ethoxycarbonylamino)benzonitrile), Br.BrCC(=O)C1=NC=CC(=C1)Cl (2-(bromoacetyl)-4-chloropyridine hydrobromide). Product: NC1=C(N(C2=CC(=CC=C12)Cl)C(=O)OCC)C(=O)C1=NC=CC(=C1)Cl (3-Amino-6-chloro-2-(4-chloropyridine-2-carbonyl)-1-(ethoxycarbonyl)indole). RXN SMILES: [Cl:1][C:2]1[CH:9]=[CH:8][C:5]([C:6]#[N:7])=[C:4]([NH:10][C:11]([O:13][CH2:14][CH3:15])=[O:12])[CH:3]=1.Br.Br[CH2:18][C:19]([C:21]1[CH:26]=[C:25]([Cl:27])[CH:24]=[CH:23][N:22]=1)=[O:20]>>[NH2:7][C:6]1[C:5]2[C:4](=[CH:3][C:2]([Cl:1])=[CH:9][CH:8]=2)[N:10]([C:11]([O:13][CH2:14][CH3:15])=[O:12])[C:18]=1[C:19]([C:21]1[CH:26]=[C:25]([Cl:27])[CH:24]=[CH:23][N:22]=1)=[O:20] |f:1.2|. Procedure: The title compound was prepared according to the procedure described in step 2 of Example 1 from 4-chloro-2-(ethoxycarbonylamino)benzonitrile (Example 1, step 1) and 2-(bromoacetyl)-4-chloropyridine hydrobromide*. Starting materials: C(C)(C)(C)C(C(C)(C)C)(CC=C)O (3-tert-butyl-2,2-dimethylhex-5-en-3-ol), C(C)OCC (diethyl ether), C(CCC)[Li] (n-butyllithium), C(C1=CC=CC=C1)N=CC=C(C)C (benzyl-(3-methyl-but-2-enylidene)amine). The reagents and catalysts are [Cl-].[Cl-].[Zn+2] (ZnCl2). Run in CCCCC (pentane). Yields the product C(C=C)C(C=C(C)C)NCC1=CC=CC=C1 ((1-allyl-3-methyl-but-2-enyl)benzylamine). As a reaction SMILES: [C:1](C(O)(CC=C)C(C)(C)C)(C)([CH3:3])[CH3:2].C([Li])CCC.[CH2:19]([N:26]=[CH:27][CH:28]=[C:29]([CH3:31])[CH3:30])[C:20]1[CH:25]=[CH:24][CH:23]=[CH:22][CH:21]=1.C(OCC)C>CCCCC.[Cl-].[Cl-].[Zn+2]>[CH2:3]([CH:27]([NH:26][CH2:19][C:20]1[CH:25]=[CH:24][CH:23]=[CH:22][CH:21]=1)[CH:28]=[C:29]([CH3:31])[CH3:30])[CH:1]=[CH2:2] |f:5.6.7|. Reported procedure: The reaction was performed analogous to Example 1 with 500 mg (2.71 mmol) 3-tert-butyl-2,2-dimethylhex-5-en-3-ol, 1.93 ml (2.71 mmol) of a 1.4-molar n-butyllithium solution in pentane, 468 mg (2.71 mmol) benzyl-(3-methyl-but-2-enylidene)amine and 370 mg (2.71 mmol) ZnCl2. The raw product obtained was cleaned by means of a silica column with 25-100% diethyl ether/light gasoline. There was obtained the amine as a colorless oil.